From a dataset of the Open Reaction Database (ORD), a public repository of structured organic reaction records. describe an organic reaction: reactants, conditions, products, and yield Reactants: CN1CCCC1COc1ccc(Nc2nccc(-c3c(-c4cccc(NC(=O)c5c(F)cccc5F)c4)nn4ccccc34)n2)cc1F, CN(C)CCCOc1ccc([N+](=O)[O-])cc1F. Yields the product CN(C)CCCOc1ccc(N)cc1F. As a reaction SMILES: [F:1][c:2]1[cH:3][cH:4][cH:5][c:6]([F:7])[c:8]1[C:9]([NH:10][c:11]1[cH:12][cH:13][cH:14][c:15](-[c:16]2[c:17](-[c:18]3[cH:19][cH:20][n:21][c:22]([NH:23][c:24]4[cH:25][cH:26][c:27]([O:28][CH2:29][CH:30]5[CH2:31][CH2:32][CH2:33][N:34]5[CH3:35])[c:36]([F:37])[cH:38]4)[n:39]3)[c:40]3[cH:41][cH:42][cH:43][cH:44][n:45]3[n:46]2)[cH:47]1)=[O:48].[F:49][c:50]1[c:51]([O:59][CH2:60][CH2:61][CH2:62][N:63]([CH3:64])[CH3:65])[cH:52][cH:53][c:54]([N+:56]([O-:57])=[O:58])[cH:55]1>>[F:49][c:50]1[c:51]([O:59][CH2:60][CH2:61][CH2:62][N:63]([CH3:64])[CH3:65])[cH:52][cH:53][c:54]([NH2:56])[cH:55]1. Starting materials: BrCCCc1ccccc1, COC(=O)c1ccc(O)cc1. The product is COC(=O)c1ccc(OCCCc2ccccc2)cc1. Reaction SMILES: [Br:12][CH2:13][CH2:14][CH2:15][c:16]1[cH:17][cH:18][cH:19][cH:20][cH:21]1.[OH:1][c:2]1[cH:3][cH:4][c:5]([C:6](=[O:7])[O:8][CH3:9])[cH:10][cH:11]1>>[O:1]([c:2]1[cH:3][cH:4][c:5]([C:6](=[O:7])[O:8][CH3:9])[cH:10][cH:11]1)[CH2:13][CH2:14][CH2:15][c:16]1[cH:17][cH:18][cH:19][cH:20][cH:21]1. The reactants are CCCCS(=O)(=O)Cl, C1CCOC1, [H-], [Na+], CC(C)Cc1cc(-c2ccc(Cn3ccnc3)cc2)c(C(N)=O)s1. Yields the product CCCCS(=O)(=O)NC(=O)c1sc(CC(C)C)cc1-c1ccc(Cn2ccnc2)cc1. As a reaction SMILES: [CH2:27]([CH2:28][CH2:29][CH3:30])[S:31](=[O:32])(=[O:33])[Cl:34].[CH2:35]1[O:36][CH2:37][CH2:38][CH2:39]1.[H-:2].[Na+:1].[n:3]1([CH2:8][c:9]2[cH:10][cH:11][c:12](-[c:15]3[c:16]([C:24](=[O:25])[NH2:26])[s:17][c:18]([CH2:20][CH:21]([CH3:22])[CH3:23])[cH:19]3)[cH:13][cH:14]2)[cH:4][n:5][cH:6][cH:7]1>>[n:3]1([CH2:8][c:9]2[cH:10][cH:11][c:12](-[c:15]3[c:16]([C:24](=[O:25])[NH:26][S:31]([CH2:27][CH2:28][CH2:29][CH3:30])(=[O:32])=[O:33])[s:17][c:18]([CH2:20][CH:21]([CH3:22])[CH3:23])[cH:19]3)[cH:13][cH:14]2)[cH:4][n:5][cH:6][cH:7]1. Starting materials: I[Si](C)(C)C (Iodotrimethylsilane), C(C1=CC=CC=C1)OC(=O)N[C@H](C(O)C=1SCCN1)CC1=CC=CC=C1 ((1RS,2S)-2(benzyloxycarbonyl)amino-1-(4,5-dihydro-1,3-thiazol-2-yl)-3-phenyl-1-propanol). Solvent: C(C)#N (acetonitrile). Product: N[C@H](C(O)C=1SCCN1)CC1=CC=CC=C1 ((1RS,2S)-2-Amino-1-(4,5-dihydro-1,3-thiazol-2-yl)-3-phenyl-1-propanol). As a reaction SMILES: I[Si](C)(C)C.C(OC([NH:16][C@@H:17]([CH2:25][C:26]1[CH:31]=[CH:30][CH:29]=[CH:28][CH:27]=1)[CH:18]([C:20]1[S:21][CH2:22][CH2:23][N:24]=1)[OH:19])=O)C1C=CC=CC=1>C(#N)C>[NH2:16][C@@H:17]([CH2:25][C:26]1[CH:31]=[CH:30][CH:29]=[CH:28][CH:27]=1)[CH:18]([C:20]1[S:21][CH2:22][CH2:23][N:24]=1)[OH:19]. Reported procedure: Iodotrimethylsilane (10 ml) is added to a solution of (1RS,2S)-2(benzyloxycarbonyl)amino-1-(4,5-dihydro-1,3-thiazol-2-yl)-3-phenyl-1-propanol (650 mg, Reference compound No. 11-1) in acetonitrile (10 ml), and the mixture is stirred for 30 minutes. The reaction mixture is concentrated under reduced pressure, ethyl acetate is added to the resulting residue, and the whole is extracted with 1 N hydrochloric acid. Sodium hydrogencarbonate is added to the extract to basify the system, and the whole is... The reactants are BrN1C(CCC1=O)=O (N-Bromosuccinimide), C(C)(C)(C)OC(N(C)C1=C(C(=CC(=C1)C)C)OC)=O ((2-methoxy-3,5-dimethyl-phenyl)-methyl-carbamic acid tert-butyl ester). The solvent is ClCCl (dichloromethane), ClCCl (dichloromethane). Run at time 50 minute. Yields the product C(C)(C)(C)OC(N(C)C1=C(C(=C(C(=C1)C)Br)C)OC)=O ((4-bromo-2-methoxy-3,5-dimethyl-phenyl)-methyl-carbamic acid tert-butyl ester). Isolated yield 92.0%. As a reaction SMILES: [Br:1]N1C(=O)CCC1=O.[C:9]([O:13][C:14](=[O:27])[N:15]([C:17]1[CH:22]=[C:21]([CH3:23])[CH:20]=[C:19]([CH3:24])[C:18]=1[O:25][CH3:26])[CH3:16])([CH3:12])([CH3:11])[CH3:10]>ClCCl>[C:9]([O:13][C:14](=[O:27])[N:15]([C:17]1[CH:22]=[C:21]([CH3:23])[C:20]([Br:1])=[C:19]([CH3:24])[C:18]=1[O:25][CH3:26])[CH3:16])([CH3:12])([CH3:11])[CH3:10]. Procedure details: N-Bromosuccinimide (326 mg, 1.83 mmol) was added to a solution of (2-methoxy-3,5-dimethyl-phenyl)-methyl-carbamic acid tert-butyl ester (456 mg, 1.72 mmol) in dichloromethane (1.8 ml) at 0° C., and the mixture was stirred at room temperature for 50 minutes. The reaction mixture was diluted with dichloromethane and adjusted to pH 9 and washed with water and a 1 N aqueous NaOH solution (1 ml), and the organic layer was dried over MgSO4 and concentrated under reduced pressure. The resulting residue... The reactants are CC1(C)OB(c2ccc(C3(C(=O)NS(C)(=O)=O)CC3)cc2)OC1(C)C, COc1cc(Br)ccc1-c1onc(C)c1NC(=O)OC(C)c1cccc(C(F)(F)F)c1. Product: COc1cc(-c2ccc(C3(C(=O)NS(C)(=O)=O)CC3)cc2)ccc1-c1onc(C)c1NC(=O)OC(C)c1cccc(C(F)(F)F)c1. Reaction SMILES: [CH3:32][C:33]1([CH3:34])[C:35]([CH3:36])([CH3:37])[O:38][B:39]([c:40]2[cH:41][cH:42][c:43]([C:46]3([C:49](=[O:50])[NH:51][S:52](=[O:53])(=[O:54])[CH3:55])[CH2:47][CH2:48]3)[cH:44][cH:45]2)[O:56]1.[F:1][C:2]([c:3]1[cH:4][c:5]([CH:9]([CH3:10])[O:11][C:12]([NH:13][c:14]2[c:15]([CH3:28])[n:16][o:17][c:18]2-[c:19]2[c:20]([O:26][CH3:27])[cH:21][c:22]([Br:25])[cH:23][cH:24]2)=[O:29])[cH:6][cH:7][cH:8]1)([F:30])[F:31]>>[F:1][C:2]([c:3]1[cH:4][c:5]([CH:9]([CH3:10])[O:11][C:12]([NH:13][c:14]2[c:15]([CH3:28])[n:16][o:17][c:18]2-[c:19]2[c:20]([O:26][CH3:27])[cH:21][c:22](-[c:40]3[cH:41][cH:42][c:43]([C:46]4([C:49](=[O:50])[NH:51][S:52](=[O:53])(=[O:54])[CH3:55])[CH2:47][CH2:48]4)[cH:44][cH:45]3)[cH:23][cH:24]2)=[O:29])[cH:6][cH:7][cH:8]1)([F:30])[F:31]. Reactants: CCCCCCC#CCCCCCCO, CC(C)=O, CC(C)O, O=S(=O)(O)O. Yields the product CCCCCCC#CCCCCCC(=O)O. RXN SMILES: [CH2:1]([CH2:2][CH2:3][CH2:4][CH2:5][CH2:6][C:7]#[C:8][CH2:9][CH2:10][CH2:11][CH2:12][CH2:13][CH3:14])[OH:15].[CH3:20][C:21](=[O:22])[CH3:23].[CH:16]([CH3:17])([CH3:18])[OH:19].[S:24](=[O:25])(=[O:26])([OH:27])[OH:28]>>[C:1]([CH2:2][CH2:3][CH2:4][CH2:5][CH2:6][C:7]#[C:8][CH2:9][CH2:10][CH2:11][CH2:12][CH2:13][CH3:14])(=[O:15])[OH:19]. Reactants: O=C(O)c1ccc2c(c1)OCO2, ClC(Cl)Cl, [Cl-], CCN(CC)CCNC(=O)c1ccc(N)cc1OC. Yields the product CCN(CC)CCNC(=O)c1ccc(NC(=O)c2ccc3c(c2)OCO3)cc1OC. As a reaction SMILES: [CH2:21]1[O:22][c:23]2[cH:24][c:25]([C:26](=[O:27])[OH:28])[cH:29][cH:30][c:31]2[O:32]1.[CH:33]([Cl:34])([Cl:35])[Cl:36].[Cl-:20].[NH2:1][c:2]1[cH:3][c:4]([O:18][CH3:19])[c:5]([C:6](=[O:7])[NH:8][CH2:9][CH2:10][N:11]([CH2:12][CH3:13])[CH2:14][CH3:15])[cH:16][cH:17]1>>[NH:1]([c:2]1[cH:3][c:4]([O:18][CH3:19])[c:5]([C:6](=[O:7])[NH:8][CH2:9][CH2:10][N:11]([CH2:12][CH3:13])[CH2:14][CH3:15])[cH:16][cH:17]1)[C:26]([c:25]1[cH:24][c:23]2[c:31]([cH:30][cH:29]1)[O:32][CH2:21][O:22]2)=[O:27]. Starting materials: CCCN1CC(NC(=O)N(CC)CC)CC2c3cccc4[nH]c(C)c(c34)CC21, Cl. Product: CCCN1CC(N)CC2c3cccc4[nH]c(C)c(c34)CC21. Reaction SMILES: [CH2:1]([N:2]([CH2:3][CH3:4])[C:5]([NH:6][CH:7]1[CH2:8][N:9]([CH2:24][CH2:25][CH3:26])[CH:10]2[CH2:11][c:12]3[c:13]([CH3:23])[nH:14][c:15]4[cH:16][cH:17][cH:18][c:19]([c:22]34)[CH:20]2[CH2:21]1)=[O:27])[CH3:28].[ClH:29]>>[NH2:6][CH:7]1[CH2:8][N:9]([CH2:24][CH2:25][CH3:26])[CH:10]2[CH2:11][c:12]3[c:13]([CH3:23])[nH:14][c:15]4[cH:16][cH:17][cH:18][c:19]([c:22]34)[CH:20]2[CH2:21]1.